This data is from the Open Reaction Database (ORD), a public repository of structured organic reaction records. The task is: describe an organic reaction: reactants, conditions, products, and yield Starting materials: O=C=O, CC1CCC2(C)C(=CCC3C4CCC(=O)C4(C)CCC32)C1, CI, CCCCCC, CC(C)NC(C)C, ClC(Cl)(Cl)Cl, C1CCOC1. Yields the product CC1CCC2(C)C(=CCC3C4CC(C)C(=O)C4(C)CCC32)C1. RXN SMILES: [C:8](=[O:9])=[O:10].[CH3:11][CH:12]1[CH2:13][C:14]2=[CH:15][CH2:16][CH:17]3[CH:18]4[CH2:19][CH2:20][C:21](=[O:31])[C:22]4([CH3:23])[CH2:24][CH2:25][CH:26]3[C:27]2([CH3:30])[CH2:28][CH2:29]1.[CH3:32][I:33].[CH3:39][CH2:40][CH2:41][CH2:42][CH2:43][CH3:44].[CH:1]([NH:2][CH:3]([CH3:4])[CH3:5])([CH3:6])[CH3:7].[Cl:45][C:46]([Cl:47])([Cl:48])[Cl:49].[O:34]1[CH2:35][CH2:36][CH2:37][CH2:38]1>>[C:8]1(=[O:10])[CH:20]([CH3:21])[CH2:19][CH:18]2[CH:17]3[CH2:16][CH:15]=[C:14]4[CH2:13][CH:12]([CH3:11])[CH2:29][CH2:28][C:27]4([CH3:30])[CH:26]3[CH2:25][CH2:24][C:22]12[CH3:23]. Reactants: ClC=1C=C(N)C=C(C1C)Cl (3,5-dichloro-4-methylaniline), CuBr, Br (HBr), Br (HBr), C(C)(=O)OCC (ethyl acetate), N(=O)[O-].[Na+] (sodium nitrite). Solvent: O (water), O (water). The product is BrC=1C=C(C(=C(C1)Cl)C)Cl (5-bromo-1,3-dichloro-2-methylbenzene). Isolated yield 45.0%. RXN SMILES: [Cl:1][C:2]1[CH:3]=[C:4]([CH:6]=[C:7]([Cl:10])[C:8]=1[CH3:9])N.N([O-])=O.[Na+].C(OCC)(=O)C.[BrH:21]>O>[Br:21][C:4]1[CH:6]=[C:7]([Cl:10])[C:8]([CH3:9])=[C:2]([Cl:1])[CH:3]=1 |f:1.2|. Procedure: Suspend the 3,5-dichloro-4-methylaniline in 48% HBr (5 mL) and water (5 mL) and heat with a heat gun until the mixture is near the boiling point. Cool the slurry to room temperature and then cool to 0° C. with an ice/brine bath. Add a solution of sodium nitrite (109 mg, 1.58 mmol) in water (2 mL) dropwise. After the addition is complete, stir the reaction an additional 15 min in the cold bath. Add a solution of CuBr (1.08 g, 7.53 mmol) in 48% HBr (2 mL) and heat the rapidly stirring reaction to ... Reactants: CC(=O)OC(C)=O, COc1cc(Cl)ccc1OCc1c(OC)ccc(F)c1F, O, O=[N+]([O-])O. Product: COc1cc(Cl)c([N+](=O)[O-])cc1OCc1c(OC)ccc(F)c1F. As a reaction SMILES: [CH3:27][C:28]([O:29][C:30](=[O:31])[CH3:32])=[O:33].[Cl:1][c:2]1[cH:3][cH:4][c:5]([O:10][CH2:11][c:12]2[c:13]([F:21])[c:14]([F:20])[cH:15][cH:16][c:17]2[O:18][CH3:19])[c:6]([O:8][CH3:9])[cH:7]1.[OH2:26].[OH:22][N+:23]([O-:24])=[O:25]>>[Cl:1][c:2]1[c:3]([N+:23](=[O:22])[O-:24])[cH:4][c:5]([O:10][CH2:11][c:12]2[c:13]([F:21])[c:14]([F:20])[cH:15][cH:16][c:17]2[O:18][CH3:19])[c:6]([O:8][CH3:9])[cH:7]1. The reactants are [OH-].[NH4+] (ammonium hydroxide), C1(=CC=C(C=C1)S(=O)(=O)Cl)C (p-toluenesulfonyl chloride), pure material, BrC=1C=NC=2C3=C(C=NC2C1)N=C(N3CC3(CCCC3)O)COCC (1-{[7-bromo-2-(ethoxymethyl)-1H-imidazo[4,5-c][1,5]naphthyridin-1-yl]methyl}cyclopentanol), C1=CC(=CC(=C1)Cl)C(=O)OO (mCPBA), C1(=CC=C(C=C1)S(=O)(=O)Cl)C (p-toluenesulfonyl chloride), [OH-].[NH4+] (ammonium hydroxide). Solvent: C(Cl)(Cl)Cl (chloroform), C(Cl)(Cl)Cl (chloroform). Run at time 1 hour. The product is NC1=NC=2C=C(C=NC2C2=C1N=C(N2CC2(CCCC2)O)COCC)Br (1-{[4-amino-7-bromo-2-(ethoxymethyl)-1H-imidazo[4,5-c][1,5]naphthyridin-1-yl]methyl}cyclopentanol). Reaction SMILES: [Br:1][C:2]1[CH:3]=[N:4][C:5]2[C:6]3[N:14]([CH2:15][C:16]4([OH:21])[CH2:20][CH2:19][CH2:18][CH2:17]4)[C:13]([CH2:22][O:23][CH2:24][CH3:25])=[N:12][C:7]=3[CH:8]=[N:9][C:10]=2[CH:11]=1.C1C=C(Cl)C=C(C(OO)=O)C=1.[OH-].[NH4+:38].C1(C)C=CC(S(Cl)(=O)=O)=CC=1>C(Cl)(Cl)Cl>[NH2:38][C:8]1[C:7]2[N:12]=[C:13]([CH2:22][O:23][CH2:24][CH3:25])[N:14]([CH2:15][C:16]3([OH:21])[CH2:20][CH2:19][CH2:18][CH2:17]3)[C:6]=2[C:5]2[N:4]=[CH:3][C:2]([Br:1])=[CH:11][C:10]=2[N:9]=1 |f:2.3|. Reported procedure: mCBPA (21 g of about 50% pure material, 61 mmol) was added to a solution of 1-{[7-bromo-2-(ethoxymethyl)-1H-imidazo[4,5-c][1,5]naphthyridin-1-yl]methyl}cyclopentanol (18.89 g, 46.6 mmol) in chloroform (190 mL), and the reaction was stirred for one hour at room temperature. Additional mCPBA (11 g) was added, and the reaction was stirred for an additional 30 minutes. Concentrated ammonium hydroxide (40 mL) was added slowly followed by p-toluenesulfonyl chloride (9.32 g, 48.9 mmol). The reaction wa... The reactants are CCOC(=O)c1ncn2c1c(=O)n(C(C)(C)C)c1ccccc12, CC(=O)C(C)(C)C, CC(=O)O, [H-], [Na+], C1CCOC1. Yields the product CC(C)(C)C(=O)CC(=O)c1ncn2c1c(=O)n(C(C)(C)C)c1ccccc12. Reaction SMILES: [C:1]([CH3:2])([CH3:3])([CH3:4])[n:5]1[c:6](=[O:23])[c:7]2[n:8]([c:9]3[cH:10][cH:11][cH:12][cH:13][c:14]13)[cH:15][n:16][c:17]2[C:18](=[O:19])[O:20][CH2:21][CH3:22].[CH3:24][C:25]([C:26]([CH3:27])([CH3:28])[CH3:29])=[O:30].[CH3:33][C:34](=[O:35])[OH:36].[H-:31].[Na+:32].[O:37]1[CH2:38][CH2:39][CH2:40][CH2:41]1>>[C:1]([CH3:2])([CH3:3])([CH3:4])[n:5]1[c:6](=[O:23])[c:7]2[n:8]([c:9]3[cH:10][cH:11][cH:12][cH:13][c:14]13)[cH:15][n:16][c:17]2[C:18](=[O:19])[CH2:24][C:25]([C:26]([CH3:27])([CH3:28])[CH3:29])=[O:30]. As a reaction SMILES: [Br:1][CH2:2][C:3]1[CH:4]=[C:5]([CH:8]=[C:9]([CH3:11])[CH:10]=1)C=O.[CH:12](OC)([O:15][CH3:16])[O:13][CH3:14].O.C1(C)C=CC(S(O)(=O)=O)=CC=1>CO>[Br:1][CH2:2][C:3]1[CH:10]=[C:9]([CH3:11])[CH:8]=[C:5]([CH:12]([O:15][CH3:16])[O:13][CH3:14])[CH:4]=1 |f:2.3|. The solvent is CO (methanol). Procedure details: A mixture of crude 3-bromomethyl-5-methyl-benzaldehyde (21 g, 98.51 mmol), trimethyl orthoformate (21.88 ml), and p-toluenesulfonic acid monohydrate (1.9 g) in anhydrous methanol (100 ml) was refluxed for 2 hr. After cooling to room temperature, the mixture was evaporated in vacuo. The residue was dissolved in ether, washed with aqueous sodium bicarbonate solution, dried with anhydrous magnesium sulfate, filtered, and evaporated in vacuo to give a crude product as a pale brown oil. The crude pro... Yields the product BrCC1=CC(=CC(=C1)C)C(OC)OC (1-Bromomethyl-3-dimethoxymethyl-5-methyl-benzene). The reactants are BrCC=1C=C(C=O)C=C(C1)C (3-bromomethyl-5-methyl-benzaldehyde), C(OC)(OC)OC (trimethyl orthoformate), O.C1(=CC=C(C=C1)S(=O)(=O)O)C (p-toluenesulfonic acid monohydrate).